This data is from the Open Reaction Database (ORD), a public repository of structured organic reaction records. The task is: describe an organic reaction: reactants, conditions, products, and yield The reactants are Cc1cccc(-c2oc(C)nc2C(=O)O)c1, CC(F)(F)CCCCn1cc(N)cn1. The product is Cc1cccc(-c2oc(C)nc2C(=O)Nc2cnn(CCCCC(C)(F)F)c2)c1. Reaction SMILES: [CH3:15][c:16]1[o:17][c:18](-[c:24]2[cH:25][c:26]([CH3:30])[cH:27][cH:28][cH:29]2)[c:19]([C:21](=[O:22])[OH:23])[n:20]1.[F:1][C:2]([CH2:3][CH2:4][CH2:5][CH2:6][n:7]1[n:8][cH:9][c:10]([NH2:12])[cH:11]1)([CH3:13])[F:14]>>[F:1][C:2]([CH2:3][CH2:4][CH2:5][CH2:6][n:7]1[n:8][cH:9][c:10]([NH:12][C:21]([c:19]2[c:18](-[c:24]3[cH:25][c:26]([CH3:30])[cH:27][cH:28][cH:29]3)[o:17][c:16]([CH3:15])[n:20]2)=[O:22])[cH:11]1)([CH3:13])[F:14]. The reactants are C=CCBr, C[O-], CO, Cl, [Na+], O, O=C(S)S, CC(C)CC(=O)C(S)C(C)C. The product is C=CCSC(C(=O)CC(C)C)C(C)C. As a reaction SMILES: [CH2:19]([CH:20]=[CH2:21])[Br:22].[CH3:1][O-:2].[CH3:24][OH:25].[ClH:23].[Na+:3].[OH2:26].[SH:15][C:16]([SH:17])=[O:18].[SH:4][CH:5]([CH:6]([CH3:7])[CH3:8])[C:9]([CH2:10][CH:11]([CH3:12])[CH3:13])=[O:14]>>[S:4]([CH:5]([CH:6]([CH3:7])[CH3:8])[C:9]([CH2:10][CH:11]([CH3:12])[CH3:13])=[O:14])[CH2:21][CH:20]=[CH2:19]. Reactants: CN(C1=CC2=C(N=C([Se]2)C)C=C1C)C (6-dimethylamino-2,5-dimethylbenzoselenazole), CI (methyl iodide). The solvent is C(Cl)(Cl)Cl (chloroform). The product is [I-].CN(C1=CC2=C(C(=[N+]([Se]2)C)C)C=C1C)C (6-dimethylamino-2,3,5-trimethylbenzoselenazolenium iodide). The yield is 187.4%. RXN SMILES: [CH3:1][N:2]([CH3:14])[C:3]1[C:12]([CH3:13])=[CH:11][C:6]2N=C(C)[Se:9][C:5]=2[CH:4]=1.C[I:16]>C(Cl)(Cl)Cl>[I-:16].[CH3:14][N:2]([CH3:1])[C:3]1[C:12]([CH3:13])=[CH:11][C:6]2[C:3]([CH3:4])=[N+:2]([CH3:1])[Se:9][C:5]=2[CH:4]=1 |f:3.4|. Reported procedure: An autoclave was charged with 1.06 g of 6-dimethylamino-2,5-dimethylbenzoselenazole, 2.42 g of methyl iodide and 45 ml of chloroform. Then, the air in the autoclave was displaced by argon gas and the tube was sealed. After carrying out the reaction at 80° C. for 8 days, the solvent was distilled off and the residue was washed with diethyl ether, giving 1.55 g of 6-dimethylamino-2,3,5-trimethylbenzoselenazolenium iodide as pale yellow solids (yield 94%). Starting materials: O=C(O)Cc1cc(F)cc(F)c1, CC(N)C(=O)C1(N)N=C(c2ccccc2Cl)c2cc(Cl)ccc2N(C)C1=O. Yields the product CC(NC(=O)Cc1cc(F)cc(F)c1)C(=O)C1(N)N=C(c2ccccc2Cl)c2cc(Cl)ccc2N(C)C1=O. Reaction SMILES: [F:1][c:2]1[cH:3][c:4]([CH2:9][C:10](=[O:11])[OH:12])[cH:5][c:6]([F:8])[cH:7]1.[NH2:13][CH:14]([CH3:15])[C:16](=[O:17])[C:18]1([NH2:39])[C:19](=[O:38])[N:20]([CH3:37])[c:21]2[c:22]([cH:32][c:33]([Cl:36])[cH:34][cH:35]2)[C:23]([c:25]2[c:26]([Cl:31])[cH:27][cH:28][cH:29][cH:30]2)=[N:24]1>>[F:1][c:2]1[cH:3][c:4]([CH2:9][C:10](=[O:12])[NH:13][CH:14]([CH3:15])[C:16](=[O:17])[C:18]2([NH2:39])[C:19](=[O:38])[N:20]([CH3:37])[c:21]3[c:22]([cH:32][c:33]([Cl:36])[cH:34][cH:35]3)[C:23]([c:25]3[c:26]([Cl:31])[cH:27][cH:28][cH:29][cH:30]3)=[N:24]2)[cH:5][c:6]([F:8])[cH:7]1. Starting materials: O=C1CC[C@@H](N1CC1=C(C=CC=C1)C(F)(F)F)C(=O)O ((R)-5-Oxo-1-(2-trifluoromethyl-benzyl)-pyrrolidine-2-carboxylic acid), O=[N-] (ketoamide), NC(C(C(=O)N)O)CC1=CC=CC=C1 (3-amino-2-hydroxy-4-phenylbutanamide), O[NH-] (hydroxyamide). The product is NC(C(C(CC1=CC=CC=C1)NC(=O)[C@@H]1N(C(CC1)=O)CC1=C(C=CC=C1)C(F)(F)F)=O)=O ((2R)—N-(4-Amino-3,4-dioxo-1-phenylbutan-2-yl)-5-oxo-1-[2-(trifluoromethyl)benzyl]-pyrrolidine-2-carboxamide). Reaction SMILES: [O:1]=[C:2]1[N:6]([CH2:7][C:8]2[CH:13]=[CH:12][CH:11]=[CH:10][C:9]=2[C:14]([F:17])([F:16])[F:15])[C@@H:5]([C:18]([OH:20])=O)[CH2:4][CH2:3]1.[NH2:21][CH:22]([CH2:28][C:29]1[CH:34]=[CH:33][CH:32]=[CH:31][CH:30]=1)[CH:23]([OH:27])[C:24]([NH2:26])=[O:25].O[NH-].O=[N-]>>[NH2:26][C:24](=[O:25])[C:23](=[O:27])[CH:22]([NH:21][C:18]([C@H:5]1[CH2:4][CH2:3][C:2](=[O:1])[N:6]1[CH2:7][C:8]1[CH:13]=[CH:12][CH:11]=[CH:10][C:9]=1[C:14]([F:15])([F:16])[F:17])=[O:20])[CH2:28][C:29]1[CH:30]=[CH:31][CH:32]=[CH:33][CH:34]=1. Procedure details: Coupling of (R)-5-Oxo-1-(2-trifluoromethyl-benzyl)-pyrrolidine-2-carboxylic acid with 3-amino-2-hydroxy-4-phenylbutanamide and oxidation of the resulting hydroxyamide intermediate to the corresponding ketoamide.